describe an organic reaction: reactants, conditions, products, and yield From a dataset of the Open Reaction Database (ORD), a public repository of structured organic reaction records. The reactants are Cu(I)I, C(=O)([O-])[O-].[Cs+].[Cs+] (Cs2CO3), FC1=C(C(=O)O)C(=CC=C1C)I (2-fluoro-6-iodo-3-methyl-benzoic acid), N1N=NC=C1 (1H-1,2,3-triazole). Run in CN(C)C=O (DMF). Run at temperature 80 celsius, time 8 hour. Product: FC1=C(C(=O)O)C(=CC=C1C)N1N=CC=N1 (2-Fluoro-3-methyl-6-(2H-1,2,3-triazol-2-yl)benzoic acid). As a reaction SMILES: C([O-])([O-])=O.[Cs+].[Cs+].[F:7][C:8]1[C:16]([CH3:17])=[CH:15][CH:14]=[C:13](I)[C:9]=1[C:10]([OH:12])=[O:11].[NH:19]1[CH:23]=[CH:22][N:21]=[N:20]1>CN(C=O)C>[F:7][C:8]1[C:16]([CH3:17])=[CH:15][CH:14]=[C:13]([N:20]2[N:21]=[CH:22][CH:23]=[N:19]2)[C:9]=1[C:10]([OH:12])=[O:11] |f:0.1.2|. Procedure details: The title compound was prepared in analogy to the procedure described in WO2008/069997. Cs2CO3 (6.98 g, 21.4 mmol) was added portionwise to a RT solution of 2-fluoro-6-iodo-3-methyl-benzoic acid (3.0 g, 10.7 mmol) in DMF (15 mL) under argon followed by 1H-1,2,3-triazole (1.24 mL, 21.4 mmol) and Cu(I)I (103 mg, 0.536 mmol) and the resulting blue suspension was stirred at 80° C. overnight. The reaction mixture was quenched with 2M aq. HCl and filtered through a celite plug before being extracted w... Reactants: C[Si](C)(C)[N-][Si](C)(C)C, COS(=O)(=O)OC, Cc1ccccc1, [K+], CC(C)(C)C(=O)N1C(=O)CCC1Cc1ccc(-c2ccccc2)cc1. Product: CC1CC(Cc2ccc(-c3ccccc3)cc2)N(C(=O)C(C)(C)C)C1=O. RXN SMILES: [CH3:26][Si:27]([N-:28][Si:29]([CH3:30])([CH3:31])[CH3:32])([CH3:33])[CH3:34].[CH3:36][O:37][S:38]([O:39][CH3:40])(=[O:41])=[O:42].[CH3:43][c:44]1[cH:45][cH:46][cH:47][cH:48][cH:49]1.[K+:35].[c:1]1(-[c:20]2[cH:21][cH:22][cH:23][cH:24][cH:25]2)[cH:2][cH:3][c:4]([CH2:7][CH:8]2[CH2:9][CH2:10][C:11](=[O:19])[N:12]2[C:13]([C:14]([CH3:15])([CH3:16])[CH3:17])=[O:18])[cH:5][cH:6]1>>[c:1]1(-[c:20]2[cH:21][cH:22][cH:23][cH:24][cH:25]2)[cH:2][cH:3][c:4]([CH2:7][CH:8]2[CH2:9][CH:10]([CH3:26])[C:11](=[O:19])[N:12]2[C:13]([C:14]([CH3:15])([CH3:16])[CH3:17])=[O:18])[cH:5][cH:6]1.